The task is: describe an organic reaction: reactants, conditions, products, and yield. This data is from the Open Reaction Database (ORD), a public repository of structured organic reaction records. The reactants are Cl (hydrochloric acid), FC1=C(C(=O)O)C(=CC(=C1F)F)F (2,3,4,6-tetrafluorobenzoic acid), O (water), C[Mg]Br.C(C)OCC (methyl magnesium bromide diethyl ether). Run in C(C)OCC (diethyl ether). Conditions: temperature -10 celsius, time 17 hour. The product is FC=1C(=C(C(=O)O)C(=CC1F)F)C (3,4,6-trifluoro-2-methylbenzoic acid). Isolated yield 92.0%. As a reaction SMILES: F[C:2]1[C:10]([F:11])=[C:9]([F:12])[CH:8]=[C:7]([F:13])[C:3]=1[C:4]([OH:6])=[O:5].[CH3:14][Mg]Br.C(OCC)C.O.Cl>C(OCC)C>[F:11][C:10]1[C:2]([CH3:14])=[C:3]([C:7]([F:13])=[CH:8][C:9]=1[F:12])[C:4]([OH:6])=[O:5] |f:1.2|. Procedure: 200 mg of 2,3,4,6-tetrafluorobenzoic acid was dissolved in 10 ml of diethyl ether and cooled to −10° C. in an argon atmosphere. Then 1.72 ml of a methyl magnesium bromide-diethyl ether solution (3 moles/liter) was added dropwise. After completion of dropwise addition, the reaction mixture was heated to room temperature and stirred at room temperature for 17 hours. The reaction mixture was added to about 50 ml of cold water and adjusted to pH 1 with concentrated hydrochloric acid. The reaction mi... The reactants are C(CCCCCC)OC1=CC=C(C=C1)C1=CC=C(C=C1)C(=O)O (4-n-heptyloxy-4'-biphenylcarboxylic acid), S(=O)(Cl)Cl (thionyl chloride). Product: C(CCCCCC)OC1=CC=C(C=C1)C1=CC=C(C=C1)C(=O)Cl (4-heptyloxy-4'-biphenylcarboxylic acid chloride). Reaction SMILES: [CH2:1]([O:8][C:9]1[CH:14]=[CH:13][C:12]([C:15]2[CH:20]=[CH:19][C:18]([C:21]([OH:23])=O)=[CH:17][CH:16]=2)=[CH:11][CH:10]=1)[CH2:2][CH2:3][CH2:4][CH2:5][CH2:6][CH3:7].S(Cl)([Cl:26])=O>>[CH2:1]([O:8][C:9]1[CH:14]=[CH:13][C:12]([C:15]2[CH:20]=[CH:19][C:18]([C:21]([Cl:26])=[O:23])=[CH:17][CH:16]=2)=[CH:11][CH:10]=1)[CH2:2][CH2:3][CH2:4][CH2:5][CH2:6][CH3:7]. Reported procedure: 10 g of 4-n-heptyloxy-4'-biphenylcarboxylic acid and 50 ml of excess thionyl chloride were heated under reflux for 3 hours and thereafter unreacted thionyl chloride was distilled off to obtain 4-heptyloxy-4'-biphenylcarboxylic acid chloride. Reactants: CO, [Na+], [OH-], CCOC(=O)C(Cc1ccc(OCCNC(=O)c2ccc(-c3ccccn3)cc2)cc1)n1cccc1. The product is O=C(NCCOc1ccc(CC(C(=O)O)n2cccc2)cc1)c1ccc(-c2ccccn2)cc1. As a reaction SMILES: [CH3:39][OH:40].[Na+:38].[OH-:37].[n:1]1[c:2](-[c:7]2[cH:8][cH:9][c:10]([C:11](=[O:12])[NH:13][CH2:14][CH2:15][O:16][c:17]3[cH:18][cH:19][c:20]([CH2:23][CH:24]([C:25](=[O:26])[O:27][CH2:28][CH3:29])[n:30]4[cH:31][cH:32][cH:33][cH:34]4)[cH:21][cH:22]3)[cH:35][cH:36]2)[cH:3][cH:4][cH:5][cH:6]1>>[n:1]1[c:2](-[c:7]2[cH:8][cH:9][c:10]([C:11](=[O:12])[NH:13][CH2:14][CH2:15][O:16][c:17]3[cH:18][cH:19][c:20]([CH2:23][CH:24]([C:25](=[O:26])[OH:27])[n:30]4[cH:31][cH:32][cH:33][cH:34]4)[cH:21][cH:22]3)[cH:35][cH:36]2)[cH:3][cH:4][cH:5][cH:6]1. Reactants: C(C1=CC=CC=C1)O[C@@H](CNC(CC(=O)N[C@H]1C(NC2=C(CC1)C=CC=C2)=O)(C)C)C (3-[2(R)-benzyloxypropyl]amino-3-methyl-N-[2,3,4,5-tetrahydro-2-oxo-1H-1-benzazepin-3(R )-yl]butanamide), C(C)(C)(C)OC(=O)NCC1=C(C=CC=C1)C1=CC=C(C=C1)CO (2'-[(t-butoxycarbonylamino)methyl]-1,1'-biphenyl-4-methanol), methanesulfonate ester, C44H54N4O5. The product is C(C1=CC=CC=C1)O[C@@H](CNC(CC(=O)N[C@H]1C(N(C2=C(CC1)C=CC=C2)CC2=CC=C(C=C2)C2=C(C=CC=C2)CNC(=O)OC(C)(C)C)=O)(C)C)C (3-[2(R)-Benzyloxypropyl]amino-3-methyl-N-[2,3,4,5-tetrahydro-2-oxo-1-[[2'-[(t-butoxycarbonylamino)methyl][1,1'-biphenyl]-4- yl]methyl]-1H-benzazepin-3(R)-yl]butanamide). As a reaction SMILES: [CH2:1]([O:8][C@H:9]([CH3:31])[CH2:10][NH:11][C:12]([CH3:30])([CH3:29])[CH2:13][C:14]([NH:16][C@@H:17]1[CH2:23][CH2:22][C:21]2[CH:24]=[CH:25][CH:26]=[CH:27][C:20]=2[NH:19][C:18]1=[O:28])=[O:15])[C:2]1[CH:7]=[CH:6][CH:5]=[CH:4][CH:3]=1.[C:32]([O:36][C:37]([NH:39][CH2:40][C:41]1[CH:46]=[CH:45][CH:44]=[CH:43][C:42]=1[C:47]1[CH:52]=[CH:51][C:50]([CH2:53]O)=[CH:49][CH:48]=1)=[O:38])([CH3:35])([CH3:34])[CH3:33]>>[CH2:1]([O:8][C@H:9]([CH3:31])[CH2:10][NH:11][C:12]([CH3:30])([CH3:29])[CH2:13][C:14]([NH:16][C@@H:17]1[CH2:23][CH2:22][C:21]2[CH:24]=[CH:25][CH:26]=[CH:27][C:20]=2[N:19]([CH2:53][C:50]2[CH:49]=[CH:48][C:47]([C:42]3[CH:43]=[CH:44][CH:45]=[CH:46][C:41]=3[CH2:40][NH:39][C:37]([O:36][C:32]([CH3:35])([CH3:34])[CH3:33])=[O:38])=[CH:52][CH:51]=2)[C:18]1=[O:28])=[O:15])[C:2]1[CH:7]=[CH:6][CH:5]=[CH:4][CH:3]=1. Procedure details: Prepared from 3-[2(R)-benzyloxypropyl]amino-3-methyl-N-[2,3,4,5-tetrahydro-2-oxo-1H-1-benzazepin-3(R )-yl]butanamide (Example 1, Step C) and 2'-[(t-butoxycarbonylamino)methyl]-1,1'-biphenyl-4-methanol, methanesulfonate ester (Example 8, Step F) by the procedure described in Example 1, Step D. 1H NMR (200 MHz, CDCl3): δ1.14 (s, 3H), 1.19 (s, 3H), 1.23 (d, 6 Hz, 3H), 1.39 (s, 9H), 1.86 (m, 1H), 2.20-2.75 (m, 7H), 3.88 (m, 1H), 4.18 (d, 6 Hz, 2H), 4.48-4.66 (m, 3H), 4.92 (d, 15 Hz, 1H), 5.13 (d, 15...